From a dataset of the Open Reaction Database (ORD), a public repository of structured organic reaction records. describe an organic reaction: reactants, conditions, products, and yield Starting materials: OC=1C=C(C=CC1C(C)(C)C)NC(=O)C1=CNC2=CC=CC=C2C1=O (N-(3-hydroxy-4-tert-butyl-phenyl)-4-oxo-1H-quinoline-3-carboxamide), C(=O)([O-])[O-].[Cs+].[Cs+] (Cs2CO3), C1=CC=C(C=C1)CBr (BnBr). Run in CN(C)C=O (DMF). Run at time 3 hour. Yields the product C(C1=CC=CC=C1)OC1=C(C=NC2=CC=CC=C12)C(=O)NC1=CC(=C(C=C1)C(C)(C)C)O (4-Benzyloxy-N-(3-hydroxy-4-tert-butyl-phenyl)-quinoline-3-carboxamide). As a reaction SMILES: [OH:1][C:2]1[CH:3]=[C:4]([NH:12][C:13]([C:15]2[C:24](=[O:25])[C:23]3[C:18](=[CH:19][CH:20]=[CH:21][CH:22]=3)[NH:17][CH:16]=2)=[O:14])[CH:5]=[CH:6][C:7]=1[C:8]([CH3:11])([CH3:10])[CH3:9].C([O-])([O-])=O.[Cs+].[Cs+].[CH:32]1[CH:37]=[CH:36][C:35]([CH2:38]Br)=[CH:34][CH:33]=1>CN(C=O)C>[CH2:38]([O:25][C:24]1[C:23]2[C:18](=[CH:19][CH:20]=[CH:21][CH:22]=2)[N:17]=[CH:16][C:15]=1[C:13]([NH:12][C:4]1[CH:5]=[CH:6][C:7]([C:8]([CH3:9])([CH3:11])[CH3:10])=[C:2]([OH:1])[CH:3]=1)=[O:14])[C:35]1[CH:36]=[CH:37][CH:32]=[CH:33][CH:34]=1 |f:1.2.3|. Procedure: To a mixture of N-(3-hydroxy-4-tert-butyl-phenyl)-4-oxo-1H-quinoline-3-carboxamide (428) (6.7 mg, 0.02 mmol) and Cs2CO3 (13 mg, 0.04 mmol) in DMF (0.2 mL) was added BnBr (10 uL, 0.08 mmol). The reaction mixture was stirred at room temperature for 3 h. The reaction mixture was filtered and purified using HPLC to give 4-benzyloxy-N-(3-hydroxy-4-tert-butyl-phenyl)-quinoline-3-carboxamide (275). 1H NMR (400 MHz, DMSO-d6) δ 12.23 (s, 1H), 9.47 (s, 1H), 9.20 (s, 1H), 8.43 (d, J=7.9 Hz, 1H), 7.79 (t, J...